This data is from the Open Reaction Database (ORD), a public repository of structured organic reaction records. The task is: describe an organic reaction: reactants, conditions, products, and yield Starting materials: CCOC(=O)c1cc2cc(Oc3ccc(S(C)(=O)=O)nc3)ccc2[nH]1, CCO, [Na+], C1CCOC1, [OH-]. The product is CS(=O)(=O)c1ccc(Oc2ccc3[nH]c(C(=O)O)cc3c2)cn1. Reaction SMILES: [CH3:1][S:2](=[O:3])(=[O:4])[c:5]1[cH:6][cH:7][c:8]([O:11][c:12]2[cH:13][c:14]3[cH:15][c:16]([C:21](=[O:22])[O:23][CH2:24][CH3:25])[nH:17][c:18]3[cH:19][cH:20]2)[cH:9][n:10]1.[CH3:28][CH2:29][OH:30].[Na+:27].[O:31]1[CH2:32][CH2:33][CH2:34][CH2:35]1.[OH-:26]>>[CH3:1][S:2](=[O:3])(=[O:4])[c:5]1[cH:6][cH:7][c:8]([O:11][c:12]2[cH:13][c:14]3[cH:15][c:16]([C:21](=[O:22])[OH:23])[nH:17][c:18]3[cH:19][cH:20]2)[cH:9][n:10]1.